The task is: describe an organic reaction: reactants, conditions, products, and yield. This data is from the Open Reaction Database (ORD), a public repository of structured organic reaction records. The reactants are ClCCS(=O)(=O)Cl (2-chloroethanesulfonyl chloride), [H-].[Na+] (NaH), CC=1C=C(C(=NC1)N)C1=CC=C(C=C1)OC1=CC=CC=C1 (5-methyl-3-(4-phenoxyphenyl)pyridin-2-amine). Solvent: C1CCOC1 (THF), C1CCOC1 (THF). Conditions: time 5 minute. Product: CC=1C=C(C2=NS(CCN2C1)(=O)=O)C1=CC=C(C=C1)OC1=CC=CC=C1 (7-methyl-9-(4-phenoxyphenyl)-3,4-dihydropyrido[2,1-c][1,2,4]thiadiazine 2,2-dioxide). RXN SMILES: [H-].[Na+].Cl[CH2:4][CH2:5][S:6](Cl)(=[O:8])=[O:7].[CH3:10][C:11]1[CH:12]=[C:13]([C:18]2[CH:23]=[CH:22][C:21]([O:24][C:25]3[CH:30]=[CH:29][CH:28]=[CH:27][CH:26]=3)=[CH:20][CH:19]=2)[C:14]([NH2:17])=[N:15][CH:16]=1>C1COCC1>[CH3:10][C:11]1[CH:12]=[C:13]([C:18]2[CH:23]=[CH:22][C:21]([O:24][C:25]3[CH:30]=[CH:29][CH:28]=[CH:27][CH:26]=3)=[CH:20][CH:19]=2)[C:14]2[N:15]([CH:16]=1)[CH2:4][CH2:5][S:6](=[O:8])(=[O:7])[N:17]=2 |f:0.1|. Procedure: To a suspension of NaH (60%, 229 mg) in THF (dry) (10 mL) was added 2-chloroethanesulfonyl chloride (0.361 mL) at 0° C. and the mixture was stirred for 5 min at the same temperature. A solution of 5-methyl-3-(4-phenoxyphenyl)pyridin-2-amine (316 mg) in THF (dry) (20 mL) was added at 0° C. and the mixture was stirred at room temperature for 30 min. The mixture was quenched with water. Water and EtOAc were added and the extracted organic layer was washed with brine. Silica-gel was added and the vo... Reactants: CC#N (CH3CN), FC(F)(F)[Si](C)(C)C (Trifluoromethyltrimethylsilane), ClC1=C(C=CC(=C1)OC)C(C(=O)C1=NC=C(N=C1)C)C (2-(2-chloro-4-methoxy-phenyl)-1-(5-methyl-pyrazin-2-yl)-propan-1-one), O.O.O.[F-].C(CCC)[N+](CCCC)(CCCC)CCCC (tetrabutylammonium fluoride trihydrate). The solvent is C(=O)(C(F)(F)F)O (TFA), C1CCOC1 (THF). Run at time 8 hour. Yields the product ClC1=C(C=CC(=C1)OC)C(C(C(F)(F)F)(O)C1=NC=C(N=C1)C)C (3-(2-Chloro-4-methoxy-phenyl)-1,1,1-trifluoro-2-(5-methyl-pyrazin-2-yl)-butan-2-ol). Isolated yield 24.1%. Reaction SMILES: [F:1][C:2]([Si](C)(C)C)([F:4])[F:3].[Cl:9][C:10]1[CH:15]=[C:14]([O:16][CH3:17])[CH:13]=[CH:12][C:11]=1[CH:18]([CH3:28])[C:19]([C:21]1[CH:26]=[N:25][C:24]([CH3:27])=[CH:23][N:22]=1)=[O:20].O.O.O.[F-].C([N+](CCCC)(CCCC)CCCC)CCC.CC#N>C1COCC1.C(O)(C(F)(F)F)=O>[Cl:9][C:10]1[CH:15]=[C:14]([O:16][CH3:17])[CH:13]=[CH:12][C:11]=1[CH:18]([CH3:28])[C:19]([C:21]1[CH:26]=[N:25][C:24]([CH3:27])=[CH:23][N:22]=1)([OH:20])[C:2]([F:4])([F:3])[F:1] |f:2.3.4.5.6|. Procedure details: Trifluoromethyltrimethylsilane (2N in THF, 0.6 mL, 1.2 mmol) was added at 0° C. to a solution of 2-(2-chloro-4-methoxy-phenyl)-1-(5-methyl-pyrazin-2-yl)-propan-1-one (290 mg, 1.0 mmol) in THF (7 mL), followed by the addition of tetrabutylammonium fluoride trihydrate (31 mg, 0.1 mmol). After stirring overnight at r.t., the title compound (87 mg, 24%) was isolated from the reaction mixture by reversed-phase, preparative HPLC (Agilent Zorbax XdB-C18 column, solvent gradient 5-95% CH3CN in 0.1% TFA[... Reactants: CC(C)OC=1NC(=C2N=C(N=C2N1)OC)N (2-[(1-methylethyl)oxy]-8-(methyloxy)-1H-purin-6-amine), C([O-])([O-])=O.[K+].[K+] (potassium carbonate), BrCCCCC1CCN(CC1)C(=O)OC(C)(C)C (1,1-dimethylethyl 4-(4-bromobutyl)-1-piperidinecarboxylate). The solvent is CN(C)C=O (DMF), CN(C)C=O (DMF), ClCCl (dichloromethane). Reaction conditions: time 72 hour. Yields the product NC1=C2N=C(N(C2=NC(=N1)OC(C)C)CCCCC1CCN(CC1)C(=O)OC(C)(C)C)OC (1,1-Dimethylethyl 4-{4-[6-amino-2-[(1-methylethyl)oxy]-8-(methyloxy)-9H-purin-9-yl]butyl}-1-piperidinecarboxylate). The yield is 41.7%. Reaction SMILES: [CH3:1][CH:2]([O:4][C:5]1[NH:6][C:7]([NH2:16])=[C:8]2[C:12]([N:13]=1)=[N:11][C:10]([O:14][CH3:15])=[N:9]2)[CH3:3].C(=O)([O-])[O-].[K+].[K+].Br[CH2:24][CH2:25][CH2:26][CH2:27][CH:28]1[CH2:33][CH2:32][N:31]([C:34]([O:36][C:37]([CH3:40])([CH3:39])[CH3:38])=[O:35])[CH2:30][CH2:29]1>CN(C=O)C.ClCCl>[NH2:16][C:7]1[N:6]=[C:5]([O:4][CH:2]([CH3:1])[CH3:3])[N:13]=[C:12]2[C:8]=1[N:9]=[C:10]([O:14][CH3:15])[N:11]2[CH2:24][CH2:25][CH2:26][CH2:27][CH:28]1[CH2:29][CH2:30][N:31]([C:34]([O:36][C:37]([CH3:38])([CH3:40])[CH3:39])=[O:35])[CH2:32][CH2:33]1 |f:1.2.3|. Procedure: To a solution of 2-[(1-methylethyl)oxy]-8-(methyloxy)-1H-purin-6-amine (37 mg, 0.166 mmol) in DMF (0.5 ml) was added potassium carbonate (55 mg, 0.398 mmol) followed by a solution of 1,1-dimethylethyl 4-(4-bromobutyl)-1-piperidinecarboxylate (58 mg, 0.181 mmol) in DMF (0.2 ml) and the mixture was stirred at room temperature for 72 hours. The mixture was diluted with dichloromethane (5 ml) and washed with water (5 ml). The layers were separated using a hydrophobic frit, the aqueous layer was extr... Reactants: N1C=CC2=CC(=CC=C12)CC(=O)N (1H-indole-5-acetamide), [N+](=O)([O-])C=CC (1-nitropropene). As a reaction SMILES: [NH:1]1[C:9]2[C:4](=[CH:5][C:6]([CH2:10][C:11]([NH2:13])=[O:12])=[CH:7][CH:8]=2)[CH:3]=[CH:2]1.[N+:14]([CH:17]=[CH:18][CH3:19])([O-:16])=[O:15]>>[CH3:19][CH:18]([C:3]1[C:4]2[C:9](=[CH:8][CH:7]=[C:6]([CH2:10][C:11]([NH2:13])=[O:12])[CH:5]=2)[NH:1][CH:2]=1)[CH2:17][N+:14]([O-:16])=[O:15]. Conditions: time 24 hour. Yields the product CC(C[N+](=O)[O-])C1=CNC2=CC=C(C=C12)CC(=O)N (3-(1-Methyl-2-nitroethyl)-1H-indole-5-acetamide). Procedure: A mixture of 1H-indole-5-acetamide (0.41 g) and 1-nitropropene (0.23 g) was heated at 80° for 24 h and then left at ambient temperature for another 24 h. Chromatography of the thick oil on silica (Merck 7734, 35 g) eluting with ethyl acetate gave a mixture of the title compound and starting material (4:1, 0.26 g) which was used in the next stage without further purification.